Dataset: the Open Reaction Database (ORD), a public repository of structured organic reaction records. Task: describe an organic reaction: reactants, conditions, products, and yield The reactants are CC(C)(C)C(=O)CBr, CCc1cc2c(=O)[nH]c(=O)n(Cc3ccc(-c4ccccc4C#N)cc3)c2s1, CN(C)C=O, CCOC(C)=O, [H-], [Na+], O. Yields the product CCc1cc2c(=O)n(CC(=O)C(C)(C)C)c(=O)n(Cc3ccc(-c4ccccc4C#N)cc3)c2s1. RXN SMILES: [Br:29][CH2:30][C:31]([C:32]([CH3:33])([CH3:34])[CH3:35])=[O:36].[CH2:1]([CH3:2])[c:3]1[cH:4][c:5]2[c:6]([n:7]([CH2:13][c:14]3[cH:15][cH:16][c:17](-[c:20]4[c:21]([C:26]#[N:27])[cH:22][cH:23][cH:24][cH:25]4)[cH:18][cH:19]3)[c:8](=[O:12])[nH:9][c:10]2=[O:11])[s:28]1.[CH3:37][N:38]([CH3:39])[CH:40]=[O:41].[CH3:45][CH2:46][O:47][C:48](=[O:49])[CH3:50].[H-:42].[Na+:43].[OH2:44]>>[CH2:1]([CH3:2])[c:3]1[cH:4][c:5]2[c:6]([n:7]([CH2:13][c:14]3[cH:15][cH:16][c:17](-[c:20]4[c:21]([C:26]#[N:27])[cH:22][cH:23][cH:24][cH:25]4)[cH:18][cH:19]3)[c:8](=[O:12])[n:9]([CH2:30][C:31]([C:32]([CH3:33])([CH3:34])[CH3:35])=[O:36])[c:10]2=[O:11])[s:28]1.